This data is from the Open Reaction Database (ORD), a public repository of structured organic reaction records. The task is: describe an organic reaction: reactants, conditions, products, and yield The reactants are OCCCc1cccc(-c2cccc(OCc3ccccc3)c2)c1, C1CCOC1. Yields the product OCCCc1cccc(-c2cccc(O)c2)c1. RXN SMILES: [CH2:1]([c:2]1[cH:3][cH:4][cH:5][cH:6][cH:7]1)[O:8][c:9]1[cH:10][c:11](-[c:15]2[cH:16][c:17]([CH2:21][CH2:22][CH2:23][OH:24])[cH:18][cH:19][cH:20]2)[cH:12][cH:13][cH:14]1.[CH2:25]1[O:26][CH2:27][CH2:28][CH2:29]1>>[OH:8][c:9]1[cH:10][c:11](-[c:15]2[cH:16][c:17]([CH2:21][CH2:22][CH2:23][OH:24])[cH:18][cH:19][cH:20]2)[cH:12][cH:13][cH:14]1.